Dataset: the Open Reaction Database (ORD), a public repository of structured organic reaction records. Task: describe an organic reaction: reactants, conditions, products, and yield Starting materials: crude product, C(C)(C)(C)OC(NC1=C(C=C(C(=C1)C)C(F)(F)F)N)=O ((2-amino-5-methyl-4-trifluoromethyl-phenyl)-carbamic acid tert-butyl ester), C(C)(C)(C)OC(CC(C1=CC(=CC=C1)C1=NC=CC=N1)=O)=O (3-oxo-3-(3-pyrimidin-2-yl-phenyl)-propionic acid tert-butyl ester). Yields the product N1=C(N=CC=C1)C=1C=C(C=CC1)C1=NC2=C(NC(C1)=O)C=C(C=C2)C(F)(F)F (4-(3-Pyrimidin-2-yl-phenyl)-8-trifluoromethyl-1,3-dihydro-benzo[b][1,4]diazepin-2-one), solid. Reaction SMILES: C(OC(=O)[NH:7][C:8]1[CH:13]=[C:12](C)[C:11]([C:15]([F:18])([F:17])[F:16])=[CH:10][C:9]=1[NH2:19])(C)(C)C.C(O[C:26](=[O:42])[CH2:27][C:28](=O)[C:29]1[CH:34]=[CH:33][CH:32]=[C:31]([C:35]2[N:40]=[CH:39][CH:38]=[CH:37][N:36]=2)[CH:30]=1)(C)(C)C>>[N:40]1[CH:39]=[CH:38][CH:37]=[N:36][C:35]=1[C:31]1[CH:30]=[C:29]([C:28]2[CH2:27][C:26](=[O:42])[NH:19][C:9]3[CH:10]=[C:11]([C:15]([F:16])([F:17])[F:18])[CH:12]=[CH:13][C:8]=3[N:7]=2)[CH:34]=[CH:33][CH:32]=1. Reported procedure: The title compound was prepared from (2-amino-5-methyl-4-trifluoromethyl-phenyl)-carbamic acid tert-butyl ester (Example J20) (145 mg, 0.5 mmol) and 3-oxo-3-(3-pyrimidin-2-yl-phenyl)-propionic acid tert-butyl ester (Example K44) (179 mg, 0.6 mmol) according to the general procedure M and subsequent treatment of the crude product according to the general procedure N. Obtained as a light yellow solid (80 mg). Starting materials: [Si](C)(C)(C(C)(C)C)OC1C2=CC=CC=C2C=2C=CC(C(C2C1O[Si](C)(C)C(C)(C)C)=O)=O (9,10-bis(t-butyldimethylsilyloxy)-9,10-dihydrophenanthrenequinone), O1CCCC1 (tetrahydrofuran), [F-].C(CCC)[N+](CCCC)(CCCC)CCCC (tetrabutylammonium fluoride). Solvent: C(C)(=O)O (acetic acid). The product is C1(C(C=CC=2C3=CC=CC=C3C=CC12)=O)=O (phenanthrenequinone). Isolated yield 105.2%. As a reaction SMILES: [Si](O[CH:9]1[CH:22](O[Si](C(C)(C)C)(C)C)[C:21]2[C:20](=[O:31])[C:19](=[O:32])[CH:18]=[CH:17][C:16]=2[C:15]2[C:10]1=[CH:11][CH:12]=[CH:13][CH:14]=2)(C(C)(C)C)(C)C.O1CCCC1.[F-].C([N+](CCCC)(CCCC)CCCC)CCC>C(O)(=O)C>[C:20]1(=[O:31])[C:21]2[CH:22]=[CH:9][C:10]3[C:15](=[CH:14][CH:13]=[CH:12][CH:11]=3)[C:16]=2[CH:17]=[CH:18][C:19]1=[O:32] |f:2.3|. Reported procedure: In a 20 mL volume glass container, 187 mg of the above-prepared 9,10-bis(t-butyldimethylsilyloxy)-9,10-dihydrophenanthrenequinone trimer, 20 mL of tetrahydrofuran, 64 μL of acetic acid, and 2.3 mL of tetrabutylammonium fluoride were placed and stirred at room temperature in air. The resultant reaction mixture was allowed to stand. Thereafter, the precipitate was collected by filtration and washed, thereby to give 87 mg of a phenanthrenequinone compound represented by the following chemical struc... The reactants are IC=1C=C(C(=O)O)C=CC1 (3-Iodobenzoic acid), COC(=O)C=1C=C(C=CC1)B(O)O (3-(methoxycarbonyl)phenylboronic acid), Cl (HCl), C([O-])([O-])=O.[Cs+].[Cs+] (cesium carbonate). The reagents and catalysts are CC(=O)[O-].CC(=O)[O-].[Pd+2] (Pd(OAc)2). The solvent is CN(C)C=O (DMF), O (water), hexanes. Run at temperature 40 celsius. Yields the product COC(=O)C=1C=C(C=CC1)C1=CC(=CC=C1)C(=O)O (3′-(methoxycarbonyl)biphenyl-3-carboxylic acid). Isolated yield 83.4%. As a reaction SMILES: I[C:2]1[CH:3]=[C:4]([CH:8]=[CH:9][CH:10]=1)[C:5]([OH:7])=[O:6].[CH3:11][O:12][C:13]([C:15]1[CH:16]=[C:17](B(O)O)[CH:18]=[CH:19][CH:20]=1)=[O:14].C(=O)([O-])[O-].[Cs+].[Cs+].Cl>CN(C=O)C.CC([O-])=O.CC([O-])=O.[Pd+2].O>[CH3:11][O:12][C:13]([C:15]1[CH:16]=[C:17]([C:2]2[CH:10]=[CH:9][CH:8]=[C:4]([C:5]([OH:7])=[O:6])[CH:3]=2)[CH:18]=[CH:19][CH:20]=1)=[O:14] |f:2.3.4,7.8.9|. Procedure: 3-Iodobenzoic acid (1.0 g, 4.03 mmol, 1 equiv.), 3-(methoxycarbonyl)phenylboronic acid (0.73 g, 4.03 mmol, 1 equiv.), and Pd(OAc)2 (27 mg, 0.12 mmol, 0.03 equiv.) were mixed in DMF (10 mL) at RT with stirring, followed by the addition of 1.5M cesium carbonate (8.06 mL, 1.16 mmol, 3 equiv.). The mixture was heated at 40° C. for 4 hours. At the conclusion of this period, the reaction was worked up by adding water and adjusting the pH to 3 with 1N HCl. The aqueous mixture was extracted (3×) with Et... Starting materials: ClC=1C(=CC=C2C=C[N+](=CC12)[O-])OC (8-chloro-7-methoxyisoquinoline-N-oxide), C1(=CC=C(C=C1)S(=O)(=O)Cl)C (p-toluenesulfonyl chloride), N1=CC=CC=C1 (pyridine). Yields the product NC1=NC=CC2=CC=C(C(=C12)Cl)OC (1-Amino-8-chloro-7-methoxyisoquinoline). Procedure: To a solution of 1.3 g of 8-chloro-7-methoxyisoquinoline-N-oxide in 40 ml of pyridine was added 1.4 g of p-toluenesulfonyl chloride, and the mixture was stirred at ambient temperature for 2 hours. The solvent was removed under reduced pressure, 20 ml of ethanolamine was added to the resultant residue, and then the mixture was stirred for further 3 hours. The reaction mixture was poured into water, and the crystalline precipitate was collected by filtration, washed with water, and dried under red... As a reaction SMILES: [Cl:1][C:2]1[C:3]([O:13][CH3:14])=[CH:4][CH:5]=[C:6]2[C:11]=1[CH:10]=[N+:9]([O-])[CH:8]=[CH:7]2.C1(C)C=CC(S(Cl)(=O)=O)=CC=1.[N:26]1C=CC=CC=1>>[NH2:26][C:10]1[C:11]2[C:6](=[CH:5][CH:4]=[C:3]([O:13][CH3:14])[C:2]=2[Cl:1])[CH:7]=[CH:8][N:9]=1. Reaction conditions: time 2 hour.